From a dataset of the Open Reaction Database (ORD), a public repository of structured organic reaction records. describe an organic reaction: reactants, conditions, products, and yield Reactants: CCO, O=[N+]([O-])c1ccc(S(=O)(=O)N2CCN(c3ccc(C(O)(C(F)(F)F)C(F)(F)F)cc3)CC2)cc1. Product: Nc1ccc(S(=O)(=O)N2CCN(c3ccc(C(O)(C(F)(F)F)C(F)(F)F)cc3)CC2)cc1. As a reaction SMILES: [CH3:35][CH2:36][OH:37].[N+:1]([O-:2])(=[O:3])[c:4]1[cH:5][cH:6][c:7]([S:10](=[O:11])(=[O:12])[N:13]2[CH2:14][CH2:15][N:16]([c:19]3[cH:20][cH:21][c:22]([C:25]([C:26]([F:27])([F:28])[F:29])([C:30]([F:31])([F:32])[F:33])[OH:34])[cH:23][cH:24]3)[CH2:17][CH2:18]2)[cH:8][cH:9]1>>[NH2:1][c:4]1[cH:5][cH:6][c:7]([S:10](=[O:11])(=[O:12])[N:13]2[CH2:14][CH2:15][N:16]([c:19]3[cH:20][cH:21][c:22]([C:25]([C:26]([F:27])([F:28])[F:29])([C:30]([F:31])([F:32])[F:33])[OH:34])[cH:23][cH:24]3)[CH2:17][CH2:18]2)[cH:8][cH:9]1. Starting materials: C1(=CC=CC=C1)C1=CC=C(C=C1)P(=O)(Cl)Cl (4-Phenylphenylphosphonic dichloride), dilithio, C(CCC)[Li] (n-butyllithium), CN(CCN(C)C)C (tetramethylethylenediamine), C(C1=CC=CC=C1)NC1=CC=CC=C1 (N-benzylaniline), crude product. Run in C1CCCCC1 (cyclohexane), C(C)OCC (diethyl ether), C1CCCCC1 (cyclohexane), C1CCCCC1 (cyclohexane), CCCCCC (hexane). Conditions: temperature 26 celsius, time 2 hour. The product is C1(=CC=CC=C1)C1=CC=C(C=C1)P1(N(CC2=C1C=CC=C2)C2=CC=CC=C2)=O (1-(4-phenylphenyl)-2-phenyl-2,3-dihydro-1H-2,1-benzazaphosphole-1-oxide). The yield is 4.8%. As a reaction SMILES: C([Li])CCC.CN(C)CCN(C)C.[CH2:14]([NH:21][C:22]1[CH:27]=[CH:26][CH:25]=[CH:24][CH:23]=1)[C:15]1[CH:20]=[CH:19][CH:18]=[CH:17][CH:16]=1.[C:28]1([C:34]2[CH:39]=[CH:38][C:37]([P:40](Cl)(Cl)=[O:41])=[CH:36][CH:35]=2)[CH:33]=[CH:32][CH:31]=[CH:30][CH:29]=1>CCCCCC.C(OCC)C.C1CCCCC1>[C:28]1([C:34]2[CH:39]=[CH:38][C:37]([P:40]3(=[O:41])[C:16]4[CH:17]=[CH:18][CH:19]=[CH:20][C:15]=4[CH2:14][N:21]3[C:22]3[CH:27]=[CH:26][CH:25]=[CH:24][CH:23]=3)=[CH:36][CH:35]=2)[CH:29]=[CH:30][CH:31]=[CH:32][CH:33]=1. Reported procedure: Under a static nitrogen atmosphere at 0° C., a solution of n-butyllithium (3.94 g, 0.0615 mol) in hexane was added to a solution of tetramethylethylenediamine (1.86 g, 0.016 mol) in 30 ml. of anhydrous cyclohexane with constant stirring. While maintaining the temperature of the reaction at 0° C., a solution of N-benzylaniline (5.5 g, 0.03 mol) in 30 ml. of anhydrous cyclohexane was added to the reaction mixture to produce a suspension containing a dilithio compound which was stirred for an addit... The reactants are [OH-].[Na+] (sodium hydroxide), NC=1C(=CC(=C(C1)O)Cl)F (5-amino-2-chloro-4-fluorophenol), C1(=CC=C(C=C1)S(=O)(=O)OC1CCCCC1)C (cyclohexyl p-toluenesulfonate), [I-].[K+] (potassium iodide). The reagents and catalysts are [Br-].C(CCC)[N+](CCCC)(CCCC)CCCC (tetrabutylammonium bromide). The solvent is O (water), solution, C1(=CC=CC=C1)C (toluene). Conditions: temperature 100 celsius. Yields the product FC1=C(N)C=C(C(=C1)Cl)OC1CCCCC1 (2-fluoro-4-chloro-5-cyclohexyloxyaniline). Yield: 48.1%. RXN SMILES: [NH2:1][C:2]1[C:3]([F:10])=[CH:4][C:5]([Cl:9])=[C:6]([OH:8])[CH:7]=1.[C:11]1(C)[CH:16]=[CH:15][C:14](S(OC2CCCCC2)(=O)=O)=[CH:13][CH:12]=1.[I-].[K+].[OH-].[Na+]>[Br-].C([N+](CCCC)(CCCC)CCCC)CCC.C1(C)C=CC=CC=1.O>[F:10][C:3]1[CH:4]=[C:5]([Cl:9])[C:6]([O:8][CH:11]2[CH2:16][CH2:15][CH2:14][CH2:13][CH2:12]2)=[CH:7][C:2]=1[NH2:1] |f:2.3,4.5,6.7|. Reported procedure: A round-bottomed flask (100 cc) equipped with a mechanical stirrer was charged with 5-amino-2-chloro-4-fluorophenol (1.03 g, 6.40 mmol), cyclohexyl p-toluenesulfonate (1.69 g, 6.66 mmol), tetrabutylammonium bromide (124 mg, 0.38 mmol) and potassium iodide (100 mg, 0.60 mmol) to prepare a solution in toluene (15 mL). Subsequently, 40% sodium hydroxide in aqueous solution (15 mL) was added slowly and the mixture was stirred under heating at 100° C. for 48 h. After completion of the reaction, the r... Reactants: CC1CCC(N(CCCO)C(=O)OC(C)(C)C)CC1, C1CCOC1, CCOC(=O)N=NC(=O)OCC, Oc1ccccc1, c1ccc(P(c2ccccc2)c2ccccc2)cc1. The product is CC1CCC(N(CCCOc2ccccc2)C(=O)OC(C)(C)C)CC1. As a reaction SMILES: [C:1]([CH3:2])([CH3:3])([CH3:4])[O:5][C:6]([N:7]([CH:8]1[CH2:9][CH2:10][CH:11]([CH3:14])[CH2:12][CH2:13]1)[CH2:15][CH2:16][CH2:17][OH:18])=[O:19].[CH2:58]1[O:59][CH2:60][CH2:61][CH2:62]1.[O:27]=[C:28]([O:29][CH2:30][CH3:31])[N:32]=[N:33][C:34]([O:35][CH2:36][CH3:37])=[O:38].[OH:20][c:21]1[cH:22][cH:23][cH:24][cH:25][cH:26]1.[c:39]1([P:40]([c:41]2[cH:42][cH:43][cH:44][cH:45][cH:46]2)[c:47]2[cH:48][cH:49][cH:50][cH:51][cH:52]2)[cH:53][cH:54][cH:55][cH:56][cH:57]1>>[C:1]([CH3:2])([CH3:3])([CH3:4])[O:5][C:6]([N:7]([CH:8]1[CH2:9][CH2:10][CH:11]([CH3:14])[CH2:12][CH2:13]1)[CH2:15][CH2:16][CH2:17][O:18][c:21]1[cH:22][cH:23][cH:24][cH:25][cH:26]1)=[O:19]. The reactants are C([O-])([O-])=O.[K+].[K+] (potassium carbonate), FC1=C(CBr)C=CC(=C1)F (2,4-difluorobenzyl bromide), OC=1C=CC2=C(C=C(CCC2)C(=O)OC)C1 (methyl 2-hydroxy-6,7-dihydro-5H-benzocycloheptene-8-carboxylate). Run in CN(C)C=O (DMF). Run at time 17 hour. The product is FC1=C(COC=2C=CC3=C(C=C(CCC3)C(=O)OC)C2)C=CC(=C1)F (methyl 2-(2,4-difluorobenzyloxy)-6,7-dihydro-5H-benzocycloheptene-8-carboxylate). The yield is 96.7%. Reaction SMILES: [OH:1][C:2]1[CH:3]=[CH:4][C:5]2[CH2:11][CH2:10][CH2:9][C:8]([C:12]([O:14][CH3:15])=[O:13])=[CH:7][C:6]=2[CH:16]=1.C(=O)([O-])[O-].[K+].[K+].[F:23][C:24]1[CH:31]=[C:30]([F:32])[CH:29]=[CH:28][C:25]=1[CH2:26]Br>CN(C=O)C>[F:23][C:24]1[CH:31]=[C:30]([F:32])[CH:29]=[CH:28][C:25]=1[CH2:26][O:1][C:2]1[CH:3]=[CH:4][C:5]2[CH2:11][CH2:10][CH2:9][C:8]([C:12]([O:14][CH3:15])=[O:13])=[CH:7][C:6]=2[CH:16]=1 |f:1.2.3|. Procedure details: To methyl 2-hydroxy-6,7-dihydro-5H-benzocycloheptene-8-carboxylate (327 mg, 1.50 mmol) dissolved in DMF (6 ml) were added potassium carbonate (415 mg, 3.00 mmol) and 2,4-difluorobenzyl bromide (0.212 ml, 1.65 mmol), and the resulting mixture was stirred at room temperature for 17 hours. The reaction mixture was concentrated under reduced pressure, ethyl acetate (40 ml) was added to the residue and the resulting mixture was washed with water (5 ml×2) and an aqueous saturated solution of sodium ch... Starting materials: COc1ccc(COC(=O)N2CC(O)CC2C(=O)O)cc1, CO, C=[N+]=[N-], C1CCOC1. Product: COC(=O)C1CC(O)CN1C(=O)OCc1ccc(OC)cc1. As a reaction SMILES: [CH3:1][O:2][c:3]1[cH:4][cH:5][c:6]([CH2:7][O:8][C:9](=[O:10])[N:11]2[CH:12]([C:13](=[O:14])[OH:15])[CH2:16][CH:17]([OH:19])[CH2:18]2)[cH:20][cH:21]1.[CH3:25][OH:26].[N+:22](=[N-:23])=[CH2:24].[O:27]1[CH2:28][CH2:29][CH2:30][CH2:31]1>>[CH3:1][O:2][c:3]1[cH:4][cH:5][c:6]([CH2:7][O:8][C:9](=[O:10])[N:11]2[CH:12]([C:13]([O:14][CH3:24])=[O:15])[CH2:16][CH:17]([OH:19])[CH2:18]2)[cH:20][cH:21]1. The reactants are S(O)(O)(=O)=O (sulphuric acid), [H-].C(C(C)C)[Al+]CC(C)C (Diisobutylaluminium hydride), O1C(CCCC1)OCCCCCCC#N (7-(2-tetrahydropyranyloxy)heptanenitrile). Solvent: C1=CC=CC=C1 (benzene), C(C)OCC (diethyl ether). Reaction conditions: temperature 10 celsius, time 30 minute. Product: O1C(CCCC1)OCCCCCCC=O (7-(2-tetrahydropyranyloxy)-heptanal). As a reaction SMILES: [H-].C([Al+]CC(C)C)C(C)C.[O:11]1[CH2:16][CH2:15][CH2:14][CH2:13][CH:12]1[O:17][CH2:18][CH2:19][CH2:20][CH2:21][CH2:22][CH2:23][C:24]#N.S(=O)(=O)(O)[OH:27]>C1C=CC=CC=1.C(OCC)C>[O:11]1[CH2:16][CH2:15][CH2:14][CH2:13][CH:12]1[O:17][CH2:18][CH2:19][CH2:20][CH2:21][CH2:22][CH2:23][CH:24]=[O:27] |f:0.1|. Procedure details: Diisobutylaluminium hydride (19.4 g.) in dry benzene (50 ml.) was added dropwise at 10° C. to a stirred solution of 7-(2-tetrahydropyranyloxy)heptanenitrile (20.6 g.) in dry diethyl ether (200 ml.). The solution was stirred at 10° C. for 30 minutes and was then added to 2 N aqueous sulphuric acid (300 ml.) at 0° C. The mixture was heated at 30° C. for 30 minutes, and then saturated with sodium chloride and the layers were separated. The aqueous layer was extracted with diethyl ether and the comb...